This data is from the Open Reaction Database (ORD), a public repository of structured organic reaction records. The task is: describe an organic reaction: reactants, conditions, products, and yield Reactants: ClC=1C=CC=2N(N1)C=C(N2)C(=O)OCC (ethyl 6-chloroimidazo[1,2-b]pyridazine-2-carboxylate), O (water), C12CC(CC(CC1)N2)OCC=2C(=NOC2C2CC2)C2=C(C=CC=C2)OC(F)(F)F (4-((8-azabicyclo[3.2.1]octan-3-yloxy)methyl)-5-cyclopropyl-3-(2-(trifluoromethoxy)phenyl)isoxazole), [F-].[K+] (potassium fluoride). Solvent: CN1CCCC1=O (NMP). Run at temperature 200 celsius. The product is C1(CC1)C1=C(C(=NO1)C1=C(C=CC=C1)OC(F)(F)F)COC1CC2CCC(C1)N2C=2C=CC=1N(N2)C=C(N1)C(=O)OCC (ethyl 6-(3-((5-cyclopropyl-3-(2-(trifluoromethoxy)phenyl)isoxazol-4-yl)methoxy)-8-azabicyclo[3.2.1]octan-8-yl)imidazo[1,2-b]pyridazine-2-carboxylate), C(=O)(C(F)(F)F)O (TFA). RXN SMILES: Cl[C:2]1[CH:3]=[CH:4][C:5]2[N:6]([CH:8]=[C:9]([C:11]([O:13][CH2:14][CH3:15])=[O:12])[N:10]=2)[N:7]=1.[CH:16]12[NH:23][CH:20]([CH2:21][CH2:22]1)[CH2:19][CH:18]([O:24][CH2:25][C:26]1[C:27]([C:34]3[CH:39]=[CH:38][CH:37]=[CH:36][C:35]=3[O:40][C:41]([F:44])([F:43])[F:42])=[N:28][O:29][C:30]=1[CH:31]1[CH2:33][CH2:32]1)[CH2:17]2.[F-].[K+].O>CN1C(=O)CCC1>[CH:31]1([C:30]2[O:29][N:28]=[C:27]([C:34]3[CH:39]=[CH:38][CH:37]=[CH:36][C:35]=3[O:40][C:41]([F:42])([F:43])[F:44])[C:26]=2[CH2:25][O:24][CH:18]2[CH2:17][CH:16]3[N:23]([C:2]4[CH:3]=[CH:4][C:5]5[N:6]([CH:8]=[C:9]([C:11]([O:13][CH2:14][CH3:15])=[O:12])[N:10]=5)[N:7]=4)[CH:20]([CH2:21][CH2:22]3)[CH2:19]2)[CH2:32][CH2:33]1.[C:11]([OH:13])([C:41]([F:42])([F:43])[F:44])=[O:12] |f:2.3|. Procedure: To a suspension of commercially available ethyl 6-chloroimidazo[1,2-b]pyridazine-2-carboxylate (II Farmaco, 1997, 52, 4, 213) (66 mg, 0.255 mmol) in NMP (2.5 mL) was added 4-((8-azabicyclo[3.2.1]octan-3-yloxy)methyl)-5-cyclopropyl-3-(2-(trifluoromethoxy)phenyl)isoxazole (I-1) (120 mg, 0.29 mmol) and potassium fluoride (51 mg, 0.88 mmol). The mixture was heated at 200° C. for 30 minutes under microwave irradiation. The mixture was poured into water and extracted with ethyl acetate twice. The comb... Isolated yield 48.1%. Reagents/catalysts: C1=CC=C(C=C1)P(C2=CC=CC=C2)C3=CC=CC=C3.C1=CC=C(C=C1)P(C2=CC=CC=C2)C3=CC=CC=C3.C1=CC=C(C=C1)P(C2=CC=CC=C2)C3=CC=CC=C3.[Cu]Br (bromotris(triphenylphosphine)copper(I)). Starting materials: OC=1C=C(C(=O)NC2=NN(C=C2)C)C=C(C1)O[C@@H]1COCC1 (3-hydroxy-N-(1-methyl-1H-pyrazol-3-yl)-5-[(3S)-tetrahydrofuran-3-yloxy]benzamide), N1(CCC1)C(=O)C1=NC=C(C=C1)Br (2-(azetidin-1-ylcarbonyl)-5-bromopyridine), C([O-])([O-])=O.[Cs+].[Cs+] (caesium carbonate). Yields the product N1(CCC1)C(=O)C1=CC=C(C=N1)OC=1C=C(C(=O)NC2=NN(C=C2)C)C=C(C1)O[C@@H]1COCC1 (3-{[6-(Azetidin-1-ylcarbonyl)pyridin-3-yl]oxy}-N-(1-methyl-1H-pyrazol-3-yl)-5-[(3S)-tetrahydrofuran-3-yloxy]benzamide). Reported procedure: A mixture of 3-hydroxy-N-(1-methyl-1H-pyrazol-3-yl)-5-[(3S)-tetrahydrofuran-3-yloxy]benzamide (80 mg, 0.26 mmol), 2-(azetidin-1-ylcarbonyl)-5-bromopyridine (64 mg, 0.26 mmol), bromotris(triphenylphosphine)copper(I) (49 mg, 0.05 mmol) and caesium carbonate (257 mg, 0.78 mmol) in acetonitrile (3 mL) was stirred in a Smith Creator microwave at 160° C. for 6 hours. The solid was filtered off and the solvent was removed in vacuo and ethyl acetate (50 mL) added to the residue. The organic phase was wa... As a reaction SMILES: [OH:1][C:2]1[CH:3]=[C:4]([CH:14]=[C:15]([O:17][C@H:18]2[CH2:22][CH2:21][O:20][CH2:19]2)[CH:16]=1)[C:5]([NH:7][C:8]1[CH:12]=[CH:11][N:10]([CH3:13])[N:9]=1)=[O:6].[N:23]1([C:27]([C:29]2[CH:34]=[CH:33][C:32](Br)=[CH:31][N:30]=2)=[O:28])[CH2:26][CH2:25][CH2:24]1.C(=O)([O-])[O-].[Cs+].[Cs+]>C(#N)C.C1C=CC(P(C2C=CC=CC=2)C2C=CC=CC=2)=CC=1.C1C=CC(P(C2C=CC=CC=2)C2C=CC=CC=2)=CC=1.C1C=CC(P(C2C=CC=CC=2)C2C=CC=CC=2)=CC=1.[Cu]Br>[N:23]1([C:27]([C:29]2[N:30]=[CH:31][C:32]([O:1][C:2]3[CH:3]=[C:4]([CH:14]=[C:15]([O:17][C@H:18]4[CH2:22][CH2:21][O:20][CH2:19]4)[CH:16]=3)[C:5]([NH:7][C:8]3[CH:12]=[CH:11][N:10]([CH3:13])[N:9]=3)=[O:6])=[CH:33][CH:34]=2)=[O:28])[CH2:26][CH2:25][CH2:24]1 |f:2.3.4,6.7.8.9|. Conditions: temperature 160 celsius, time 6 hour. Run in C(C)#N (acetonitrile).